This data is from the Open Reaction Database (ORD), a public repository of structured organic reaction records. The task is: describe an organic reaction: reactants, conditions, products, and yield The reactants are ClC1=CC=C(C=C1)C1(CCC1)C(=O)O (1-(4-Chloro-phenyl)-cyclobutanecarboxylic acid), CO (methanol). The solvent is C1CCOC1 (THF), C1CCOC1 (THF), C1CCOC1 (THF). Run at temperature 0 celsius. The product is ClC1=CC=C(C=C1)C1(CCC1)CO ([1-(4-Chloro-phenyl)-cyclobutyl]-methanol). Reaction SMILES: [Cl:1][C:2]1[CH:7]=[CH:6][C:5]([C:8]2([C:12](O)=[O:13])[CH2:11][CH2:10][CH2:9]2)=[CH:4][CH:3]=1.CO>C1COCC1>[Cl:1][C:2]1[CH:3]=[CH:4][C:5]([C:8]2([CH2:12][OH:13])[CH2:11][CH2:10][CH2:9]2)=[CH:6][CH:7]=1. Procedure: To a solution of 1 g 1-(4-Chloro-phenyl)-cyclobutanecarboxylic acid in 15 ml THF were added dropwise at 0° C. 9.5 ml BH3*THF in THF (1M). Then the reaction mixture was heated at reflux for 2 h and then cooled again to 0° C. followed by cautious addition of 30 ml methanol. After evaporation of the solvents the residue was codestilled twice with toluene. The crude product was subjected to the subsequent reaction without further purification. Starting materials: CO, Cc1cc([N+](=O)[O-])c(C)cc1C(=O)O, O=S(Cl)Cl. Product: COC(=O)c1cc(C)c([N+](=O)[O-])cc1C. RXN SMILES: [CH3:19][OH:20].[CH3:1][c:2]1[c:3]([C:4](=[O:5])[OH:6])[cH:7][c:8]([CH3:14])[c:9]([N+:11](=[O:12])[O-:13])[cH:10]1.[S:15]([Cl:16])([Cl:17])=[O:18]>>[CH3:1][c:2]1[c:3]([C:4](=[O:5])[O:6][CH3:19])[cH:7][c:8]([CH3:14])[c:9]([N+:11](=[O:12])[O-:13])[cH:10]1. Reactants: C1(=CC=CC=C1)O (Phenol), O=C(C(=O)OCC1=CC=C(C=C1)[N+](=O)[O-])CCC(=O)[O-] (1-(4-nitrobenzyl) 2-oxoglutarate), C1CCC(CC1)N=C=NC2CCCCC2 (DCC). Run in ClCCl (dichloromethane). Reaction conditions: time 3 hour. Yields the product O(C1=CC=CC=C1)C1(OC(CC1)=O)C(=O)OCC1=CC=C(C=C1)[N+](=O)[O-] (4-nitrobenzyl 2-phenoxy-5-oxo-2-tetrahydrofurancarboxylate). The yield is 43.4%. As a reaction SMILES: [C:1]1([OH:7])[CH:6]=[CH:5][CH:4]=[CH:3][CH:2]=1.O=[C:9]([CH2:23][CH2:24][C:25]([O-:27])=[O:26])[C:10]([O:12][CH2:13][C:14]1[CH:19]=[CH:18][C:17]([N+:20]([O-:22])=[O:21])=[CH:16][CH:15]=1)=[O:11].C1CCC(N=C=NC2CCCCC2)CC1>ClCCl>[O:7]([C:9]1([C:10]([O:12][CH2:13][C:14]2[CH:15]=[CH:16][C:17]([N+:20]([O-:22])=[O:21])=[CH:18][CH:19]=2)=[O:11])[CH2:23][CH2:24][C:25](=[O:26])[O:27]1)[C:1]1[CH:6]=[CH:5][CH:4]=[CH:3][CH:2]=1. Reported procedure: Phenol (941 mg), 1-(4-nitrobenzyl) 2-oxoglutarate (3.09 g) and DCC (2.27 g) were dissolved in 100 ml of dichloromethane and stirred for 3 hours at room temperature. The precipitated crystals were filtered off and the filtrate was subjected to silica gel column chromatography eluting with dichloromethane-ethyl acetate (3:1) to obtain 1.55 g of the title compound.